This data is from the Open Reaction Database (ORD), a public repository of structured organic reaction records. The task is: describe an organic reaction: reactants, conditions, products, and yield Starting materials: CC(C)(C)OC(=O)C1CN(CC(O)c2ccc(C#N)cc2)C1, O=C([O-])O, CC(C)O, CCOC(C)=O, Cl, NO, [Na+]. Product: CC(C)(C)OC(=O)C1CN(CC(O)c2ccc(C(N)=NO)cc2)C1. RXN SMILES: [C:1](#[N:2])[c:3]1[cH:4][cH:5][c:6]([CH:9]([CH2:10][N:11]2[CH2:12][CH:13]([C:15](=[O:16])[O:17][C:18]([CH3:19])([CH3:20])[CH3:21])[CH2:14]2)[OH:22])[cH:7][cH:8]1.[C:23](=[O:24])([OH:25])[O-:26].[CH3:31][CH:32]([OH:33])[CH3:34].[CH3:35][CH2:36][O:37][C:38](=[O:39])[CH3:40].[ClH:28].[NH2:29][OH:30].[Na+:27]>>[C:1]([NH2:2])([c:3]1[cH:4][cH:5][c:6]([CH:9]([CH2:10][N:11]2[CH2:12][CH:13]([C:15](=[O:16])[O:17][C:18]([CH3:19])([CH3:20])[CH3:21])[CH2:14]2)[OH:22])[cH:7][cH:8]1)=[N:29][OH:30]. Starting materials: CC1=CC=C(C=C1)NC=1C=C(C=CC1[N+](=O)[O-])O (3-(4-methylphenyl)amino-4-nitrophenol), COC(CCCCCBr)=O (6-bromohexanoic acid methyl ester). Yields the product COC(CCCCCOC1=CC(=C(C=C1)[N+](=O)[O-])NC1=CC=C(C=C1)C)=O (6-[3-(4-Methylphenyl)amino-4-nitrophenyl]oxyhexanoic acid methyl ester). As a reaction SMILES: [CH3:1][C:2]1[CH:7]=[CH:6][C:5]([NH:8][C:9]2[CH:10]=[C:11]([OH:18])[CH:12]=[CH:13][C:14]=2[N+:15]([O-:17])=[O:16])=[CH:4][CH:3]=1.[CH3:19][O:20][C:21](=[O:28])[CH2:22][CH2:23][CH2:24][CH2:25][CH2:26]Br>>[CH3:19][O:20][C:21](=[O:28])[CH2:22][CH2:23][CH2:24][CH2:25][CH2:26][O:18][C:11]1[CH:12]=[CH:13][C:14]([N+:15]([O-:17])=[O:16])=[C:9]([NH:8][C:5]2[CH:4]=[CH:3][C:2]([CH3:1])=[CH:7][CH:6]=2)[CH:10]=1. Procedure: 990 mg of 3-(4-methylphenyl)amino-4-nitrophenol was reacted with 6-bromohexanoic acid methyl ester according to general operating instructions 2. 1.5 g was obtained. Reactants: CS(=O)(=O)OCC[C@@H]1OCCC2=C1C=CC(=C2)Br (2-((1S)-6-bromo-3,4-dihydro-1H-2-benzopyran-1-yl)ethyl methanesulfonate), C(#N)C1=CC2=C(C(=CS2)N2C[C@H](NCC2)C)C=C1 ((3R)-1-(6-cyano-1-benzothien-3-yl)-3-methylpiperazine). The product is BrC=1C=CC2=C(CCO[C@H]2CCN2[C@@H](CN(CC2)C2=CSC3=C2C=CC(=C3)C#N)C)C1 (3-((3R)-4-{2-[(1S)-6-Bromo-3,4-dihydro-1H-2-benzopyran-1-yl]ethyl}-3-methylpiperazinyl)-1-benzothiophene-6-carbonitrile). RXN SMILES: CS(O[CH2:6][CH2:7][C@H:8]1[C:13]2[CH:14]=[CH:15][C:16]([Br:18])=[CH:17][C:12]=2[CH2:11][CH2:10][O:9]1)(=O)=O.[C:19]([C:21]1[CH:36]=[CH:35][C:24]2[C:25]([N:28]3[CH2:33][CH2:32][NH:31][C@H:30]([CH3:34])[CH2:29]3)=[CH:26][S:27][C:23]=2[CH:22]=1)#[N:20]>>[Br:18][C:16]1[CH:15]=[CH:14][C:13]2[C@H:8]([CH2:7][CH2:6][N:31]3[CH2:32][CH2:33][N:28]([C:25]4[C:24]5[CH:35]=[CH:36][C:21]([C:19]#[N:20])=[CH:22][C:23]=5[S:27][CH:26]=4)[CH2:29][C@H:30]3[CH3:34])[O:9][CH2:10][CH2:11][C:12]=2[CH:17]=1. Procedure: The title compound was prepared from 2-((1S)-6-bromo-3,4-dihydro-1H-2-benzopyran-1-yl)ethyl methanesulfonate and (3R)-1-(6-cyano-1-benzothien-3-yl)-3-methylpiperazine, as described for Example 1b). Starting materials: CN1CCC=2C=CC=C3C2[C@H]1CC4=C3C(=C(C=C4)O)O (apomorphine), N[C@@H](CCC(=O)O)C(=O)O (glutamic acid), O (Water). The product is CN1CCC=2C=CC=C3C2[C@H]1CC4=C3C(=C(C=C4)O)O.N[C@@H](CCC(=O)[O-])C(=O)[O-] (Apomorphine glutamate), CN1CCC=2C=CC=C3C2[C@H]1CC4=C3C(=C(C=C4)O)O (apomorphine). As a reaction SMILES: [CH3:1][N:2]1[C@@H:11]2[CH2:12][C:13]3[CH:18]=[CH:17][C:16]([OH:19])=[C:15]([OH:20])[C:14]=3[C:9]3[C:10]2=[C:5]([CH:6]=[CH:7][CH:8]=3)[CH2:4][CH2:3]1.O.[NH2:22][C@H:23]([C:29]([OH:31])=[O:30])[CH2:24][CH2:25][C:26]([OH:28])=[O:27]>>[CH3:1][N:2]1[C@@H:11]2[CH2:12][C:13]3[CH:18]=[CH:17][C:16]([OH:19])=[C:15]([OH:20])[C:14]=3[C:9]3[C:10]2=[C:5]([CH:6]=[CH:7][CH:8]=3)[CH2:4][CH2:3]1.[NH2:22][C@H:23]([C:29]([O-:31])=[O:30])[CH2:24][CH2:25][C:26]([O-:28])=[O:27].[CH3:1][N:2]1[C@@H:11]2[CH2:12][C:13]3[CH:18]=[CH:17][C:16]([OH:19])=[C:15]([OH:20])[C:14]=3[C:9]3[C:10]2=[C:5]([CH:6]=[CH:7][CH:8]=3)[CH2:4][CH2:3]1 |f:3.4|. Reported procedure: Apomorphine glutamate solution was prepared by dissolving apomorphine base in 0.1M glutamic acid solution. Water was added to obtain solutions with a molar ratio of 1:1 or 1:1.2, apomorphine:glutamic acid, at a final concentration of 2% apomorphine. The pH of each solution was 4.7 and 4.4, respectively. Reactants: Cl.Cl.NC1=CC(=C(C(=O)NCC2CCNCC2)C=C1Cl)OC (4-Amino-5-chloro-2-methoxy-N-(piperidin-4-ylmethyl)benzamide dihydrochloride), BrCCCCCC(=O)C1=NOC2=C1C=CC=C2 (6-bromo-1-(3-benzisoxazolyl)-1-hexanone). As a reaction SMILES: Cl.Cl.[NH2:3][C:4]1[C:19]([Cl:20])=[CH:18][C:7]([C:8]([NH:10][CH2:11][CH:12]2[CH2:17][CH2:16][NH:15][CH2:14][CH2:13]2)=[O:9])=[C:6]([O:21][CH3:22])[CH:5]=1.Br[CH2:24][CH2:25][CH2:26][CH2:27][CH2:28][C:29]([C:31]1[C:35]2[CH:36]=[CH:37][CH:38]=[CH:39][C:34]=2[O:33][N:32]=1)=[O:30]>>[NH2:3][C:4]1[C:19]([Cl:20])=[CH:18][C:7]([C:8]([NH:10][CH2:11][CH:12]2[CH2:13][CH2:14][N:15]([CH2:24][CH2:25][CH2:26][CH2:27][CH2:28][C:29]([C:31]3[C:35]4[CH:36]=[CH:37][CH:38]=[CH:39][C:34]=4[O:33][N:32]=3)=[O:30])[CH2:16][CH2:17]2)=[O:9])=[C:6]([O:21][CH3:22])[CH:5]=1 |f:0.1.2|. Reported procedure: 4-Amino-5-chloro-2-methoxy-N-(piperidin-4-ylmethyl)benzamide dihydrochloride as starting compound and 6-bromo-1-(3-benzisoxazolyl)-1-hexanone are reacted and treated in the same manner as in Example 199 to give 4-amino-5-chloro-2-methoxy-N-((1-(6-(3-benzisoxazolyl)-6-oxohexyl)-piperidin-4-yl)methyl)benzamide. Product: NC1=CC(=C(C(=O)NCC2CCN(CC2)CCCCCC(=O)C2=NOC3=C2C=CC=C3)C=C1Cl)OC (4-amino-5-chloro-2-methoxy-N-((1-(6-(3-benzisoxazolyl)-6-oxohexyl)-piperidin-4-yl)methyl)benzamide).